Task: describe an organic reaction: reactants, conditions, products, and yield. Dataset: the Open Reaction Database (ORD), a public repository of structured organic reaction records Reactants: ClC1=CC=C(C=C1)[C@@H](C(=O)NC=1C=C(C=CC1C#N)CCC(=O)OC(C)(C)C)[C@H](C(F)(F)F)C (tert-butyl 3-(3-{[(2S,3R)-2-(4-chlorophenyl)-4,4,4-trifluoro-3-methylbutanoyl]amino}-4-cyanophenyl)propanoate), FC(C(=O)O)(F)F (trifluoroacetic acid). Run in ClCCl (dichloromethane), ClCCl (dichloromethane). Reaction conditions: time 1.5 hour. The product is ClC1=CC=C(C=C1)[C@@H](C(=O)NC=1C=C(C=CC1C#N)CCC(=O)O)[C@H](C(F)(F)F)C (3-(3-{[(2S,3R)-2-(4-Chlorophenyl)-4,4,4-trifluoro-3-methylbutanoyl]amino}-4-cyanophenyl)-propanoic acid). As a reaction SMILES: [Cl:1][C:2]1[CH:7]=[CH:6][C:5]([C@H:8]([C@@H:29]([CH3:34])[C:30]([F:33])([F:32])[F:31])[C:9]([NH:11][C:12]2[CH:13]=[C:14]([CH2:20][CH2:21][C:22]([O:24]C(C)(C)C)=[O:23])[CH:15]=[CH:16][C:17]=2[C:18]#[N:19])=[O:10])=[CH:4][CH:3]=1.FC(F)(F)C(O)=O>ClCCl>[Cl:1][C:2]1[CH:3]=[CH:4][C:5]([C@H:8]([C@@H:29]([CH3:34])[C:30]([F:31])([F:32])[F:33])[C:9]([NH:11][C:12]2[CH:13]=[C:14]([CH2:20][CH2:21][C:22]([OH:24])=[O:23])[CH:15]=[CH:16][C:17]=2[C:18]#[N:19])=[O:10])=[CH:6][CH:7]=1. Procedure: 16.5 mg (33 μmol) of tert-butyl 3-(3-{[(2S,3R)-2-(4-chlorophenyl)-4,4,4-trifluoro-3-methylbutanoyl]amino}-4-cyanophenyl)propanoate were dissolved in 1.1 ml of dichloromethane, and 275 μl of trifluoroacetic acid were added. The reaction mixture was stirred at RT for 1.5 h, then diluted with 20 ml of dichloromethane and concentrated under reduced pressure. The residue was dried under high vacuum overnight. This gave 14.8 mg (97% of theory) of the title compound. The reactants are C(C1=CC=CC=C1)N1C(C(C2=C(C=CC(=C12)OC)C)=O)=O (1-benzyl-4-methyl-7-methoxy-2,3-indoledione), Cl.N1=CC=CC=C1 (pyridine hydrochloride). Yields the product C(C1=CC=CC=C1)N1C(C(C2=C(C=CC(=C12)O)C)=O)=O (1-benzyl-4-methyl-7-hydroxy-2,3-indoledione). Isolated yield 25.5%. As a reaction SMILES: [CH2:1]([N:8]1[C:16]2[C:11](=[C:12]([CH3:19])[CH:13]=[CH:14][C:15]=2[O:17]C)[C:10](=[O:20])[C:9]1=[O:21])[C:2]1[CH:7]=[CH:6][CH:5]=[CH:4][CH:3]=1.Cl.N1C=CC=CC=1>>[CH2:1]([N:8]1[C:16]2[C:11](=[C:12]([CH3:19])[CH:13]=[CH:14][C:15]=2[OH:17])[C:10](=[O:20])[C:9]1=[O:21])[C:2]1[CH:3]=[CH:4][CH:5]=[CH:6][CH:7]=1 |f:1.2|. Procedure details: 15.46 g of 1-benzyl-4-methyl-7-methoxy-2,3-indoledione and 74 g of pyridine hydrochloride were heated to 200° C. for 2.5 hours. The mixture was partitioned between methylene chloride and aqueous dimethyl sulfoxide. The organic layer was separated and evaporated to give 3.75 g of crude 1-benzyl-4-methyl-7-hydroxy-2,3-indoledione in the form of a red solid having a melting point of 255°-262° C. The reactants are CC(=O)C1CN2CCC1CC2, C#CCON, CO, Cl, Cl. RXN SMILES: [C:2]([CH3:3])(=[O:4])[CH:5]1[CH2:6][N:7]2[CH2:8][CH2:9][CH:10]1[CH2:11][CH2:12]2.[CH2:14]([C:15]#[CH:16])[O:17][NH2:18].[CH3:19][OH:20].[ClH:13].[ClH:1]>>[C:2]([CH3:3])([CH:5]1[CH2:6][N:7]2[CH2:8][CH2:9][CH:10]1[CH2:11][CH2:12]2)=[N:18][O:17][CH2:14][C:15]#[CH:16]. The product is C#CCON=C(C)C1CN2CCC1CC2. Reactants: C(C)OC1(CCC(CC1)(CF)C1=CC(=C(C=C1)OC)OC1CCCC1)OCC (4-(3-Cyclopentyloxy-4-methoxyphenyl)-4-(fluoromethyl)cyclohexan-1-one diethyl ketal), Cl (hydrochloric acid). Run in C(C)(=O)OCC (ethyl acetate). Yields the product C1(CCCC1)OC=1C=C(C=CC1OC)C1(CCC(CC1)=O)CF (4-(3-Cyclopentyloxy-4-methoxyphenyl)-4-(fluoromethyl)cyclohexan-1-one). The yield is 24.6%. Reaction SMILES: C([O:3][C:4]1(OCC)[CH2:9][CH2:8][C:7]([C:12]2[CH:17]=[CH:16][C:15]([O:18][CH3:19])=[C:14]([O:20][CH:21]3[CH2:25][CH2:24][CH2:23][CH2:22]3)[CH:13]=2)([CH2:10][F:11])[CH2:6][CH2:5]1)C.Cl>C(OCC)(=O)C>[CH:21]1([O:20][C:14]2[CH:13]=[C:12]([C:7]3([CH2:10][F:11])[CH2:6][CH2:5][C:4](=[O:3])[CH2:9][CH2:8]3)[CH:17]=[CH:16][C:15]=2[O:18][CH3:19])[CH2:22][CH2:23][CH2:24][CH2:25]1. Procedure details: 4-(3-Cyclopentyloxy-4-methoxyphenyl)-4-(fluoromethyl)cyclohexan-1-one diethyl ketal (0.35 g, 0.95 mmol) in ethyl acetate (2 mL) was treated with 1N hydrochloric acid (2 mL) and the mixture was stirred vigorously and gently heated for 10 min. The mixture was extracted with ethyl acetate, the organic extract was washed with 5% aqueous sodium carbonate, dried (magnesium sulfate) and the solvent was removed in vacuo. Purification by flash chromatography, eluting with 25% ethyl acetate/hexanes, follo...